Dataset: the Open Reaction Database (ORD), a public repository of structured organic reaction records. Task: describe an organic reaction: reactants, conditions, products, and yield Starting materials: Cl.C1(=CC=CC=C1)CN1C(CNCC1)=O (1-(Phenylmethyl)piperazinone hydrochloride), C(C)(C)(C)OC(=O)ON=C(C(=O)N)C1=CC=CC=C1 (2-(t-butoxycarbonyloxyimino)-2-phenylacetamide). Run in C1=CC=CC=C1 (benzene). The product is C(C)(C)(C)OC(=O)N1CC(N(CC1)CC1=CC=CC=C1)=O (4-(t-Butoxycarbonyl)-1-(phenylmethyl)piperazinone). Reaction SMILES: Cl.[C:2]1([CH2:8][N:9]2[CH2:14][CH2:13][NH:12][CH2:11][C:10]2=[O:15])[CH:7]=[CH:6][CH:5]=[CH:4][CH:3]=1.[C:16]([O:20][C:21](ON=C(C1C=CC=CC=1)C(N)=O)=[O:22])([CH3:19])([CH3:18])[CH3:17]>C1C=CC=CC=1>[C:16]([O:20][C:21]([N:12]1[CH2:13][CH2:14][N:9]([CH2:8][C:2]2[CH:3]=[CH:4][CH:5]=[CH:6][CH:7]=2)[C:10](=[O:15])[CH2:11]1)=[O:22])([CH3:19])([CH3:18])[CH3:17] |f:0.1|. Procedure: A mixture of 1-(phenylmethyl)piperazinone (XIV, Example 40, 19.0 g., 0.1 mole) and 2-(t-butoxycarbonyloxyimino)-2-phenylacetamide (30.0 g., 0.12 mole) in benzene (200 ml.) is heated under reflux for 1 hour. The benzene is removed under reduced pressure, the residual oil is dissolved in ethyl acetate:SSB (1:1) and chromatographed on silica gel. The column is eluted with ethyl acetate, the appropriate fractions are pooled, concentrated and the product is crystallized from ethyl acetate:SSB (1:10) ... Reactants: CN(C(CC(C1=CC=CC=C1)C1=CC=CC=C1)=O)C1CNCC1 (N-methyl-3,3-diphenyl-N-pyrrolidin-3-yl-propionamide), N1=CC=C(C=C1)C=O (4-pyridinecarboxaldehyde), C(C)(=O)O[BH-](OC(C)=O)OC(C)=O.[Na+] (sodium triacetoxyborohydride). Run in C(Cl)Cl (CH2Cl2). Conditions: time 8 hour. Yields the product CN(C(CC(C1=CC=CC=C1)C1=CC=CC=C1)=O)[C@H]1CN(CC1)CC1=CC=NC=C1 ((R)-N-Methyl-3,3-diphenyl-N-(1-pyridin-4-ylmethyl-pyrrolidin-3-yl)-propionamide). RXN SMILES: [CH3:1][N:2]([CH:19]1[CH2:23][CH2:22][NH:21][CH2:20]1)[C:3](=[O:18])[CH2:4][CH:5]([C:12]1[CH:17]=[CH:16][CH:15]=[CH:14][CH:13]=1)[C:6]1[CH:11]=[CH:10][CH:9]=[CH:8][CH:7]=1.[N:24]1[CH:29]=[CH:28][C:27]([CH:30]=O)=[CH:26][CH:25]=1.C(O[BH-](OC(=O)C)OC(=O)C)(=O)C.[Na+]>C(Cl)Cl>[CH3:1][N:2]([C@@H:19]1[CH2:23][CH2:22][N:21]([CH2:30][C:27]2[CH:28]=[CH:29][N:24]=[CH:25][CH:26]=2)[CH2:20]1)[C:3](=[O:18])[CH2:4][CH:5]([C:12]1[CH:13]=[CH:14][CH:15]=[CH:16][CH:17]=1)[C:6]1[CH:11]=[CH:10][CH:9]=[CH:8][CH:7]=1 |f:2.3|. Reported procedure: To a solution of N-methyl-3,3-diphenyl-N-pyrrolidin-3-yl-propionamide(0.45 g, 1.46 mmol) in CH2Cl2 (10 ml) was added 4-pyridinecarboxaldehyde(0.14 ml, 1.46 mmol), sodium triacetoxyborohydride(0.4 g, 1.89 mmol) and ACOH (0.17 ml, 2.92 mmol). The resulting solution was stirred at room temperature under nitrogen overnight. The reaction mixture was quenched with saturated NaHCO3 (4 ml), and product was extracted with EtOAc (3×30 ml). Drying the EtOAc extract over MgSO4 and removal of solvent under r... Starting materials: C(C=C)N1CC2C(C2C1)(C)C=1C=C(N)C=CC1 (3-(3-allyl-6-methyl-3-azabicyclo[3.1.0]hex-6-yl)aniline), CS(=O)(=O)Cl (methanesulphonyl chloride). Solvent: N1=CC=CC=C1 (pyridine). Reaction conditions: time 16 hour. Yields the product C(C=C)N1CC2C(C2C1)(C)C=1C=C(C=CC1)NS(=O)(=O)C (N-[3-(3-Allyl-6-methyl-3-azabicyclo[3.1.0]hex-6-yl)phenyl]methanesulfonamide). The yield is 67.6%. RXN SMILES: [CH2:1]([N:4]1[CH2:9][CH:8]2[CH:6]([C:7]2([C:11]2[CH:12]=[C:13]([CH:15]=[CH:16][CH:17]=2)[NH2:14])[CH3:10])[CH2:5]1)[CH:2]=[CH2:3].[CH3:18][S:19](Cl)(=[O:21])=[O:20]>N1C=CC=CC=1>[CH2:1]([N:4]1[CH2:5][CH:6]2[CH:8]([C:7]2([C:11]2[CH:12]=[C:13]([NH:14][S:19]([CH3:18])(=[O:21])=[O:20])[CH:15]=[CH:16][CH:17]=2)[CH3:10])[CH2:9]1)[CH:2]=[CH2:3]. Procedure details: To 3-(3-allyl-6-methyl-3-azabicyclo[3.1.0]hex-6-yl)aniline (Preparation 52, 8.5 g, 37.2 mmol) dissolved in pyridine (70 ml) at 0° C. was added methanesulphonyl chloride (4.32 ml, 55.8 mmol) dropwise over 20 min. The reaction mixture was allowed to stir for 16 h and was then quenched with ice (5 g). The reaction mixture was concentrated in vacuo and the residue was dissolved in dichloromethane and washed with saturated aqueous sodium hydrogen carbonate solution, followed by water. The organic ext...